This data is from the Open Reaction Database (ORD), a public repository of structured organic reaction records. The task is: describe an organic reaction: reactants, conditions, products, and yield The reactants are CC(C)O, COc1cc2c(Cl)ncnc2c(OC)c1OC, Cl, Nc1ccc(F)c(NC(=O)c2ccccc2)c1. Product: Cl, COc1cc2c(Nc3ccc(F)c(NC(=O)c4ccccc4)c3)ncnc2c(OC)c1OC. Reaction SMILES: [CH:36]([OH:37])([CH3:38])[CH3:39].[Cl:19][c:20]1[n:21][cH:22][n:23][c:24]2[c:25]([O:34][CH3:35])[c:26]([O:32][CH3:33])[c:27]([O:30][CH3:31])[cH:28][c:29]12.[ClH:18].[F:1][c:2]1[c:3]([NH:9][C:10]([c:11]2[cH:12][cH:13][cH:14][cH:15][cH:16]2)=[O:17])[cH:4][c:5]([NH2:8])[cH:6][cH:7]1>>[ClH:19].[F:1][c:2]1[c:3]([NH:9][C:10]([c:11]2[cH:12][cH:13][cH:14][cH:15][cH:16]2)=[O:17])[cH:4][c:5]([NH:8][c:20]2[n:21][cH:22][n:23][c:24]3[c:25]([O:34][CH3:35])[c:26]([O:32][CH3:33])[c:27]([O:30][CH3:31])[cH:28][c:29]23)[cH:6][cH:7]1. Starting materials: CC1(OB(OC1(C)C)C=1C=C2CC(CC2=CC1)C(=O)OCC)C (ethyl 5-(4,4,5,5-tetramethyl-1,3,2-dioxaborolan-2-yl)-2,3-dihydro-1H-indene-2-carboxylate), NaIO4, CC(=O)[O-].[NH4+] (CH3COONH4), CC(=O)C (acetone). Solvent: O (water). Run at time 8 hour. Product: C(C)OC(=O)C1CC2=CC=C(C=C2C1)B(O)O ((2-(Ethoxycarbonyl)-2,3-dihydro-1H-inden-5-yl)boronic acid). Isolated yield 59.1%. As a reaction SMILES: CC1(C)C(C)(C)[O:5][B:4]([C:9]2[CH:10]=[C:11]3[C:15](=[CH:16][CH:17]=2)[CH2:14][CH:13]([C:18]([O:20][CH2:21][CH3:22])=[O:19])[CH2:12]3)[O:3]1.CC([O-])=O.[NH4+].CC(C)=O>O>[CH2:21]([O:20][C:18]([CH:13]1[CH2:12][C:11]2[C:15](=[CH:16][CH:17]=[C:9]([B:4]([OH:5])[OH:3])[CH:10]=2)[CH2:14]1)=[O:19])[CH3:22] |f:1.2|. Procedure: A mixture of ethyl 5-(4,4,5,5-tetramethyl-1,3,2-dioxaborolan-2-yl)-2,3-dihydro-1H-indene-2-carboxylate (16 g, 50% purity, 25.3 mmol), NaIO4 (24 g, 0.112 mol), CH3COONH4 (5.2 g, 0.068 mol), acetone (100 mL), and water (10 mL) was stirred at room temperature overnight. The acetone was evaporated, and the aqueous residue was extracted with EtOAc (3×100 mL). The organic layer was dried over MgSO4 and concentrated in vacuo to afford the title compound as white solid (3.5 g). 1HNMR (400 MHz, DMSO-d6):... The reactants are O=c1[nH]nc(Cl)c2cc(Br)ccc12, CC(C)(C)[O-], CCOC(C)=O, [Na+], O=C(C=Cc1ccccc1)C=Cc1ccccc1, O=C(C=Cc1ccccc1)C=Cc1ccccc1, O=C(C=Cc1ccccc1)C=Cc1ccccc1, [Pd], [Pd], c1cnc(N2CCNCC2)cn1. Product: O=c1[nH]nc(Cl)c2cc(N3CCN(c4cnccn4)CC3)ccc12. RXN SMILES: [Br:1][c:2]1[cH:3][c:4]2[c:5]([Cl:13])[n:6][nH:7][c:8](=[O:12])[c:9]2[cH:10][cH:11]1.[CH3:26][C:27]([CH3:28])([O-:29])[CH3:30].[CH3:32][CH2:33][O:34][C:35]([CH3:36])=[O:37].[Na+:31].[O:40]=[C:41]([CH:42]=[CH:43][c:44]1[cH:45][cH:46][cH:47][cH:48][cH:49]1)[CH:50]=[CH:51][c:52]1[cH:53][cH:54][cH:55][cH:56][cH:57]1.[O:58]=[C:59]([CH:60]=[CH:61][c:62]1[cH:63][cH:64][cH:65][cH:66][cH:67]1)[CH:68]=[CH:69][c:70]1[cH:71][cH:72][cH:73][cH:74][cH:75]1.[O:76]=[C:77]([CH:78]=[CH:79][c:80]1[cH:81][cH:82][cH:83][cH:84][cH:85]1)[CH:86]=[CH:87][c:88]1[cH:89][cH:90][cH:91][cH:92][cH:93]1.[Pd:38].[Pd:39].[n:14]1[c:15]([N:20]2[CH2:21][CH2:22][NH:23][CH2:24][CH2:25]2)[cH:16][n:17][cH:18][cH:19]1>>[c:2]1([N:23]2[CH2:22][CH2:21][N:20]([c:15]3[n:14][cH:19][cH:18][n:17][cH:16]3)[CH2:25][CH2:24]2)[cH:3][c:4]2[c:5]([Cl:13])[n:6][nH:7][c:8](=[O:12])[c:9]2[cH:10][cH:11]1. Reactants: [Cl-].[NH4+] (ammonium chloride), C(CCC)[Li] (n-Butyl lithium), CC=1SC=CC1C (2,3-dimethyl-thiophene), C(C1=CC=CC=C1)=O (benzaldehyde). Run in C1CCOC1 (THF). Conditions: temperature 0 celsius, time 45 minute. Product: CC=1C=C(SC1C)C(O)C1=CC=CC=C1 (4,5-Dimethylthiophene-2-yl-(phenyl)-methanol). Yield: 79.8%. As a reaction SMILES: C([Li])CCC.[CH3:6][C:7]1[S:8][CH:9]=[CH:10][C:11]=1[CH3:12].[CH:13](=[O:20])[C:14]1[CH:19]=[CH:18][CH:17]=[CH:16][CH:15]=1.[Cl-].[NH4+]>C1COCC1>[CH3:12][C:11]1[CH:10]=[C:9]([CH:13]([C:14]2[CH:19]=[CH:18][CH:17]=[CH:16][CH:15]=2)[OH:20])[S:8][C:7]=1[CH3:6] |f:3.4|. Procedure: n-Butyl lithium (19.6 ml, 49.1 mmol, 2.5 N in hexanes) was added dropwise to a stirred solution of 2,3-dimethyl-thiophene (5.0 g, 44.6 mmol) in THF (100 mL) at −78° C. under a dry nitrogen atmosphere. The solution was warmed to 0° C. for 30 min and recooled to −78° C. whereupon benzaldehyde (5.0 mL, 49.1 mmol ) was added. After an additional 45 minutes, sat. aq. ammonium chloride was added and the reaction mixture was partitioned between water and ether. The ether phase was washed with brine and... Starting materials: CCOC(C)=O, CN(C)C=O, CCN(C(C)C)C(C)C, Oc1ccc(I)nc1Cl, COc1cc2nccc(Cl)c2cc1OC, C1CCOC1, O. The product is COc1cc2nccc(Oc3ccc(I)nc3Cl)c2cc1OC. Reaction SMILES: [C:39]([O:40][CH2:41][CH3:42])(=[O:43])[CH3:44].[CH3:45][N:46]([CH3:47])[CH:48]=[O:49].[CH:25]([N:26]([CH:27]([CH3:28])[CH3:29])[CH2:30][CH3:31])([CH3:32])[CH3:33].[Cl:16][c:17]1[n:18][c:19]([I:24])[cH:20][cH:21][c:22]1[OH:23].[Cl:1][c:2]1[cH:3][cH:4][n:5][c:6]2[cH:7][c:8]([O:14][CH3:15])[c:9]([O:12][CH3:13])[cH:10][c:11]12.[O:34]1[CH2:35][CH2:36][CH2:37][CH2:38]1.[OH2:50]>>[c:2]1([O:23][c:22]2[c:17]([Cl:16])[n:18][c:19]([I:24])[cH:20][cH:21]2)[cH:3][cH:4][n:5][c:6]2[cH:7][c:8]([O:14][CH3:15])[c:9]([O:12][CH3:13])[cH:10][c:11]12. Starting materials: ClC=1C=NC(NC1)=O (5-chloropyrimidin-2-one), C(O)([O-])=O.[Na+] (sodium hydrogen carbonate), C=C1CC(=O)OC1 (3-methylene-γ-butyrolactone). Solvent: C(C)O (ethanol). Reaction conditions: time 2 hour. Product: ClC=1C=NC(N(C1)CC1CC(=O)OC1)=O (3-(5-Chloro-2-oxopyrimidin-1-ylmethyl)-γ-butyrolactone). Yield: 24.0%. RXN SMILES: [Cl:1][C:2]1[CH:3]=[N:4][C:5](=[O:8])[NH:6][CH:7]=1.C(=O)([O-])O.[Na+].[CH2:14]=[C:15]1[CH2:20][O:19][C:17](=[O:18])[CH2:16]1>C(O)C>[Cl:1][C:2]1[CH:3]=[N:4][C:5](=[O:8])[N:6]([CH2:14][CH:15]2[CH2:20][O:19][C:17](=[O:18])[CH2:16]2)[CH:7]=1 |f:1.2|. Procedure details: A suspension of 5-chloropyrimidin-2-one (1.007 g) and sodium hydrogen carbonate (647 mg) in 3-methylene-γ-butyrolactone (1.208 g) and ethanol (50 ml) was stirred and heated at reflux. After 2 h, the suspension was cooled and filtered. The filtrate was evaporated and the residue and solid were combined and boiled in ethyl acetate (150 ml). The resulting suspension was filtered and the filtrate evaporated to a pale cream solid. The solid from the filtration was treated with water (50 ml) and the r...